Dataset: the Open Reaction Database (ORD), a public repository of structured organic reaction records. Task: describe an organic reaction: reactants, conditions, products, and yield The reactants are [Al+3], CON(C)C(=O)c1ccc(-c2c(O)[nH]c3ccc(C#N)cc23)nc1, C1CCOC1, CCOC(C)=O, [H-], [H-], [H-], [H-], [Li+]. Product: N#Cc1ccc2[nH]c(O)c(-c3ccc(C=O)cn3)c2c1. As a reaction SMILES: [Al+3:26].[C:1](#[N:2])[c:3]1[cH:4][c:5]2[c:6](-[c:13]3[n:14][cH:15][c:16]([C:17](=[O:18])[N:19]([O:20][CH3:21])[CH3:22])[cH:23][cH:24]3)[c:7]([OH:12])[nH:8][c:9]2[cH:10][cH:11]1.[CH2:31]1[O:32][CH2:33][CH2:34][CH2:35]1.[CH3:36][CH2:37][O:38][C:39](=[O:40])[CH3:41].[H-:25].[H-:28].[H-:29].[H-:30].[Li+:27]>>[C:1](#[N:2])[c:3]1[cH:4][c:5]2[c:6](-[c:13]3[n:14][cH:15][c:16]([CH:17]=[O:18])[cH:23][cH:24]3)[c:7]([OH:12])[nH:8][c:9]2[cH:10][cH:11]1. Reactants: 3.45, [Mg] (magnesium), C(C1=CC=CC=C1)OC1=C(C=CC(=C1)C(CCCCCC)(C)C)Br (2-benzyloxy-1-bromo-4-(1,1-dimethylheptyl)benzene), cuprous iodide, C(C)OC(=O)N1CCC(C=C1)=O (N-ethoxycarbonyl-2,3-dihydro-4(1H)-pyridinone), [Cl-].[NH4+] (ammonium chloride). Run in O1CCCC1 (tetrahydrofuran), CCOCC (ether), CCOCC (ether), CCOCC (ether). Run at temperature 25 celsius, time 30 minute. The product is C(C)OC(=O)N1C(CC(CC1)=O)C1=C(C=C(C=C1)C(CCCCCC)(C)C)OCC1=CC=CC=C1 (N-Ethoxycarbonyl-2-[2-benzyloxy-4-(1,1-dimethylheptyl)phenyl]-4-piperidinone). Yield: 70.5%. RXN SMILES: [Mg].[CH2:2]([O:9][C:10]1[CH:15]=[C:14]([C:16]([CH3:24])([CH3:23])[CH2:17][CH2:18][CH2:19][CH2:20][CH2:21][CH3:22])[CH:13]=[CH:12][C:11]=1Br)[C:3]1[CH:8]=[CH:7][CH:6]=[CH:5][CH:4]=1.[CH2:26]([O:28][C:29]([N:31]1[CH:36]=[CH:35][C:34](=[O:37])[CH2:33][CH2:32]1)=[O:30])[CH3:27].[Cl-].[NH4+]>O1CCCC1.CCOCC>[CH2:26]([O:28][C:29]([N:31]1[CH2:32][CH2:33][C:34](=[O:37])[CH2:35][CH:36]1[C:11]1[CH:12]=[CH:13][C:14]([C:16]([CH3:24])([CH3:23])[CH2:17][CH2:18][CH2:19][CH2:20][CH2:21][CH3:22])=[CH:15][C:10]=1[O:9][CH2:2][C:3]1[CH:8]=[CH:7][CH:6]=[CH:5][CH:4]=1)=[O:30])[CH3:27] |f:3.4|. Reported procedure: To 3.45 (0.142 mole) of magnesium is added a solution of 27.6 g (0.071 mole) of 2-benzyloxy-1-bromo-4-(1,1-dimethylheptyl)benzene in 71 ml of tetrahydrofuran, at such a rate that gentle reflux occurs. The Grignard solution is allowed to cool to 25° C. over 30 minutes, diluted with 71 ml of ether, the mixture cooled to -12° C. and 2.13 g (0.0112 mole) cuprous iodide is added followed by addition of 8.00 g (0.0473 mole) of N-ethoxycarbonyl-2,3-dihydro-4(1H)-pyridinone in 47 ml of ether over 20 min...